describe an organic reaction: reactants, conditions, products, and yield From a dataset of the Open Reaction Database (ORD), a public repository of structured organic reaction records. The reactants are FC=1C=C(C=CC1)N=C=O (3-fluorophenyl isocyanate), O.NN (hydrazine hydrate). Run in C1(=CC=CC=C1)C (toluene), O1CCOCC1 (dioxane). Reaction conditions: time 2 hour. The product is FC=1C=C(C=CC1)NC(NN)=O (4-(3-fluorophenyl)semicarbazide). RXN SMILES: [F:1][C:2]1[CH:3]=[C:4]([N:8]=[C:9]=[O:10])[CH:5]=[CH:6][CH:7]=1.O.[NH2:12][NH2:13]>C1(C)C=CC=CC=1.O1CCOCC1>[F:1][C:2]1[CH:3]=[C:4]([NH:8][C:9](=[O:10])[NH:12][NH2:13])[CH:5]=[CH:6][CH:7]=1 |f:1.2|. Procedure details: A solution of 3-fluorophenyl isocyanate (5.0 g, 36.0 mmol) in 20 ml of toluene is added to hydrazine hydrate (2.1 g, 42.0 mmol) in 70 ml of dioxane, maintaining the temperature of the reaction at less than 12°. After 2 hours, the reaction is filtered and the solvent is removed from the filtrate by rotoevaporation to give the white solid, 4-(3-fluorophenyl)semicarbazide. Reactants: FC1=CC=C(C#N)C=C1 (4-fluorobenzonitrile), NC([C@H](C)NC1=CC(=NC(=N1)N1CCC(CC1)O)C(=O)N)=O ((S)-6-((1-amino-1-oxopropan-2-yl)amino)-2-(4-hydroxypiperidin-1-yl)pyrimidine-4-carboxamide), C(=O)([O-])[O-].[Cs+].[Cs+] (Cs2CO3). Run in CN(C)C=O (DMF). Run at temperature 160 celsius. Product: NC(C(C)NC1=CC(=NC(=N1)N1CCC(CC1)OC1=CC=C(C=C1)C#N)C(=O)N)=O (6-((1-amino-1-oxopropan-2-yl)amino)-2-(4-(4-cyanophenoxy)piperidin-1-yl)pyrimidine-4-carboxamide). As a reaction SMILES: F[C:2]1[CH:9]=[CH:8][C:5]([C:6]#[N:7])=[CH:4][CH:3]=1.[NH2:10][C:11](=[O:31])[C@@H:12]([NH:14][C:15]1[N:20]=[C:19]([N:21]2[CH2:26][CH2:25][CH:24]([OH:27])[CH2:23][CH2:22]2)[N:18]=[C:17]([C:28]([NH2:30])=[O:29])[CH:16]=1)[CH3:13].C([O-])([O-])=O.[Cs+].[Cs+]>CN(C=O)C>[NH2:10][C:11](=[O:31])[CH:12]([NH:14][C:15]1[N:20]=[C:19]([N:21]2[CH2:22][CH2:23][CH:24]([O:27][C:2]3[CH:9]=[CH:8][C:5]([C:6]#[N:7])=[CH:4][CH:3]=3)[CH2:25][CH2:26]2)[N:18]=[C:17]([C:28]([NH2:30])=[O:29])[CH:16]=1)[CH3:13] |f:2.3.4|. Procedure: A mixture of 4-fluorobenzonitrile (121 mg, 1 mmol), compound 37-7 (308 mg, 1 mmol), and Cs2CO3 (326 mg, 1 mmol) in DMF (2 mL) was heated at 160° C. in a microwave (Biotage initiator) for 20 minutes. The mixture was extracted with EtOAc (2×20 mL) and dried over MgSO4. After the removal of ethyl acetate via rotary evaporator the residue was subjected to flash chromatography using DCM/MeOH as the eluent to give S)-6-((1-amino-1-oxopropan-2-yl)amino)-2-(4-(4-cyanophenoxy)piperidin-1-yl)pyrimidine-4-...